From a dataset of the Open Reaction Database (ORD), a public repository of structured organic reaction records. describe an organic reaction: reactants, conditions, products, and yield Starting materials: C(C#CC)OC1=CC=C(C=C1)S(=O)(=O)NC(C(=O)OC)CO (methyl 2-({[4-(2-butynyloxy)phenyl]sulfonyl}amino)-3-hydroxypropanoate), BrCC1=C(C=CC(=C1)F)[N+](=O)[O-] (2-(bromomethyl)-4-fluoro-1-nitrobenzene), [Br-] (bromide), [H-].[Na+] (Sodium hydride). The reagents and catalysts are [I-].C(CCC)[N+](CCCC)(CCCC)CCCC (tetrabutylammonium iodide). Run in CN(C=O)C (dimethylformamide). Run at temperature 0 celsius, time 1.5 hour. Yields the product FC=1C=CC(=C(CN(C(C(=O)OC)CO)S(=O)(=O)C2=CC=C(C=C2)OC)C1)[N+](=O)[O-] (Methyl 2-{(5-fluoro-2-nitrobenzyl)[(4-methoxyphenyl)sulfonyl]amino}-3-hydroxypropanoate). Isolated yield 84.1%. Reaction SMILES: Br[CH2:2][C:3]1[CH:8]=[C:7]([F:9])[CH:6]=[CH:5][C:4]=1[N+:10]([O-:12])=[O:11].[CH2:13]([O:17][C:18]1[CH:23]=[CH:22][C:21]([S:24]([NH:27][CH:28]([CH2:33][OH:34])[C:29]([O:31][CH3:32])=[O:30])(=[O:26])=[O:25])=[CH:20][CH:19]=1)C#CC.[H-].[Na+].[Br-]>[I-].C([N+](CCCC)(CCCC)CCCC)CCC.CN(C)C=O>[F:9][C:7]1[CH:6]=[CH:5][C:4]([N+:10]([O-:12])=[O:11])=[C:3]([CH:8]=1)[CH2:2][N:27]([S:24]([C:21]1[CH:20]=[CH:19][C:18]([O:17][CH3:13])=[CH:23][CH:22]=1)(=[O:26])=[O:25])[CH:28]([CH2:33][OH:34])[C:29]([O:31][CH3:32])=[O:30] |f:2.3,5.6|. Reported procedure: To a solution was of 2-(bromomethyl)-4-fluoro-1-nitrobenzene (1.3 g, 5.56 mmol) at 0° C. was added tetrabutylammonium iodide (2.05 g, 5.56 mmol). The solution was stirred at 0° C. for 1.5 hours. In a separate flask, methyl 2-({[4-(2-butynyloxy)phenyl]sulfonyl}amino)-3-hydroxypropanoate (1.73 g, 5.05 mmol) was dissolved in dimethylformamide and cooled to 0° C. Sodium hydride (0.21 g, 5.56 mmol, 60% dispersion in oil) was added and the reaction was allowed to stir at 0° C. for 0.5 hours at which t... Procedure details: n-Butyllithium in hexane (6.0 mL, 1.6 M, 9.6 mmol) was added to a solution of 2,7-dibromo-9,9-di-n-octylfluorene (7) (5.00 g, 9.13 mmol) in dry THF (50 mL) in a schlenk flask at −78° C. and the mixture was stirred for 20 minutes. Then chlorotrimethylsilane (1.5 mL, 1.29 g, 1.3 equiv) was added and the reaction was allowed to slowly warm to room temperature. The mixture was stirred overnight and the reaction was quenched with saturated brine. The product was extracted into diethyl ether, and the ... The solvent is C1CCOC1 (THF). The reactants are Cl[Si](C)(C)C (chlorotrimethylsilane), C(CCC)[Li] (n-Butyllithium), CCCCCC (hexane), BrC1=CC=2C(C3=CC(=CC=C3C2C=C1)Br)(CCCCCCCC)CCCCCCCC (2,7-Dibromo-9,9-dioctylfluorene). Reaction SMILES: C([Li])CCC.CCCCCC.[Br:12][C:13]1[CH:25]=[CH:24][C:23]2[C:22]3[C:17](=[CH:18][C:19](Br)=[CH:20][CH:21]=3)[C:16]([CH2:35][CH2:36][CH2:37][CH2:38][CH2:39][CH2:40][CH2:41][CH3:42])([CH2:27][CH2:28][CH2:29][CH2:30][CH2:31][CH2:32][CH2:33][CH3:34])[C:15]=2[CH:14]=1.Cl[Si:44]([CH3:47])([CH3:46])[CH3:45]>C1COCC1>[Br:12][C:13]1[CH:25]=[CH:24][C:23]2[C:22]3[C:17](=[CH:18][C:19]([Si:44]([CH3:47])([CH3:46])[CH3:45])=[CH:20][CH:21]=3)[C:16]([CH2:35][CH2:36][CH2:37][CH2:38][CH2:39][CH2:40][CH2:41][CH3:42])([CH2:27][CH2:28][CH2:29][CH2:30][CH2:31][CH2:32][CH2:33][CH3:34])[C:15]=2[CH:14]=1. Product: BrC1=CC=2C(C3=CC(=CC=C3C2C=C1)[Si](C)(C)C)(CCCCCCCC)CCCCCCCC (2-bromo-7-trimethylsilyl-9,9-di-n-octylfluorene). Conditions: time 20 minute. The reactants are FC1=C(C=CC(=C1)O)[N+](=O)[O-] (2-Fluoro-4-hydroxynitrobenzene), [H-].[Na+] (sodium hydride), BrCC=1C=C(C(=O)OC)C=CC1 (methyl 3-bromomethylbenzoate). Solvent: CN(C=O)C (dimethylformamide). Conditions: time 3 hour. Yields the product FC=1C=C(OCC=2C=C(C(=O)OC)C=CC2)C=CC1[N+](=O)[O-] (methyl 3-(3-fluoro-4-nitrophenoxymethyl]benzoate). RXN SMILES: [F:1][C:2]1[CH:7]=[C:6]([OH:8])[CH:5]=[CH:4][C:3]=1[N+:9]([O-:11])=[O:10].[H-].[Na+].Br[CH2:15][C:16]1[CH:17]=[C:18]([CH:23]=[CH:24][CH:25]=1)[C:19]([O:21][CH3:22])=[O:20]>CN(C)C=O>[F:1][C:2]1[CH:7]=[C:6]([CH:5]=[CH:4][C:3]=1[N+:9]([O-:11])=[O:10])[O:8][CH2:15][C:16]1[CH:17]=[C:18]([CH:23]=[CH:24][CH:25]=1)[C:19]([O:21][CH3:22])=[O:20] |f:1.2|. Procedure: 2-Fluoro-4-hydroxynitrobenzene (3 g) is added portionwise to a stirred suspension of sodium hydride (0.9 g, 60% dispersion in mineral oil) in dry dimethylformamide (50 mL) under nitrogen. After stirring for 20 minutes methyl 3-bromomethylbenzoate is added in one portion and stirring continued for 3 hours. The reaction mixture is evaporated to dryness and the residue partitioned between ethyl acetate (50 mL) and water (50 mL). The organic phase is washed three times with water (50 mL),dried over ... The reactants are N[C@@H](CCC(O)=O)C(=O)OC(C)(C)C (H-GluOtBu), CCN(C(C)C)C(C)C (DIPEA), [B-](F)(F)(F)F.CN(C)C(=[N+](C)C)ON1C(=O)CCC1=O (TSTU), C(C)(C)(C)OC(=O)CCCCCCCCCCCCCCC(=O)NCC1=CC=C(C(=O)O)C=C1 (4-[(15-tert-butoxycarbonylpentadecanoylamino)methyl]benzoic acid). Solvent: CN1CCCC1=O (NMP), C1CCOC1 (THF). The product is C(C)(C)(C)OC([C@H](CCC(=O)O)NC(C1=CC=C(C=C1)CNC(CCCCCCCCCCCCCCC(=O)OC(C)(C)C)=O)=O)=O ((S)-2-{4-[(15-tert-Butoxycarbonyl-pentadecanoylamino)-methyl]-benzoylamino}-pentanedioic acid 1-tert-butyl ester). Reaction SMILES: [C:1]([O:5][C:6]([CH2:8][CH2:9][CH2:10][CH2:11][CH2:12][CH2:13][CH2:14][CH2:15][CH2:16][CH2:17][CH2:18][CH2:19][CH2:20][CH2:21][C:22]([NH:24][CH2:25][C:26]1[CH:34]=[CH:33][C:29]([C:30]([OH:32])=O)=[CH:28][CH:27]=1)=[O:23])=[O:7])([CH3:4])([CH3:3])[CH3:2].CCN(C(C)C)C(C)C.[B-](F)(F)(F)F.CN(C(ON1C(=O)CCC1=O)=[N+](C)C)C.[NH2:64][C@H:65]([C:71]([O:73][C:74]([CH3:77])([CH3:76])[CH3:75])=[O:72])[CH2:66][CH2:67][C:68](=[O:70])[OH:69]>C1COCC1.CN1C(=O)CCC1>[C:74]([O:73][C:71](=[O:72])[C@@H:65]([NH:64][C:30](=[O:32])[C:29]1[CH:28]=[CH:27][C:26]([CH2:25][NH:24][C:22](=[O:23])[CH2:21][CH2:20][CH2:19][CH2:18][CH2:17][CH2:16][CH2:15][CH2:14][CH2:13][CH2:12][CH2:11][CH2:10][CH2:9][CH2:8][C:6]([O:5][C:1]([CH3:2])([CH3:3])[CH3:4])=[O:7])=[CH:34][CH:33]=1)[CH2:66][CH2:67][C:68]([OH:70])=[O:69])([CH3:77])([CH3:75])[CH3:76] |f:2.3|. Procedure: 4-[(15-tert-butoxycarbonylpentadecanoylamino)methyl]benzoic acid (413 mg, 0.868 mmol) was dissolved in THF (5 mL), the solution was cooled with an icebath. DIPEA (0.33 mL, 1.91 mmol) and TSTU (314 mg, 1.04 mmol) were added. The mixture was stirred under nitrogen while cooling was maintained. After 30 minutes the icebath was removed and the mixture was stirred for additional 3 hours at room temperature. The mixture was diluted with NMP (5 mL) and H-GluOtBu (0.21 g, 1.04 mmol) was added, the mixtu...